From a dataset of the Open Reaction Database (ORD), a public repository of structured organic reaction records. describe an organic reaction: reactants, conditions, products, and yield The reactants are CC1=C2CCC(=CC2=CC(=C1)C)B(O)O (5,7-dimethyl-3,4-dihydro-naphthalene-2-boronic acid), ClC=1C=C(N=NC1)CN1C(=NC=C1)C (5-chloro-3-(2-methyl-imidazol-1-yl-methyl)-pyridazine). The product is Cl.CC1=C2CCC(=CC2=CC(=C1)C)C=1C=C(N=NC1)CN1C(=NC=C1)C (5-(5,7-Dimethyl-3,4-dihydro-naphthalen-2-yl)-3-(2-methyl-imidazol-1-yl-methyl)-pyridazine hydrochloride). As a reaction SMILES: [CH3:1][C:2]1[CH:11]=[C:10]([CH3:12])[CH:9]=[C:8]2[C:3]=1[CH2:4][CH2:5][C:6](B(O)O)=[CH:7]2.[Cl:16][C:17]1[CH:18]=[C:19]([CH2:23][N:24]2[CH:28]=[CH:27][N:26]=[C:25]2[CH3:29])[N:20]=[N:21][CH:22]=1>>[ClH:16].[CH3:1][C:2]1[CH:11]=[C:10]([CH3:12])[CH:9]=[C:8]2[C:3]=1[CH2:4][CH2:5][C:6]([C:17]1[CH:18]=[C:19]([CH2:23][N:24]3[CH:28]=[CH:27][N:26]=[C:25]3[CH3:29])[N:20]=[N:21][CH:22]=1)=[CH:7]2 |f:2.3|. Procedure details: The title compound, MS: m/e=331.3 (M+H+), was prepared from 5,7-dimethyl-3,4-dihydro-naphthalene-2-boronic acid and 5-chloro-3-(2-methyl-imidazol-1-yl-methyl)-pyridazine.